From a dataset of the Open Reaction Database (ORD), a public repository of structured organic reaction records. describe an organic reaction: reactants, conditions, products, and yield The reactants are liquid, N (ammonia), γ-aluminum oxide, C(#N)CCC1C(CCC1)=O (2-(2-cyanoethyl)-cyclopentanone), [H][H] (Hydrogen), 60. The product is N12CCCCC2CCC1 (1-azabicyclo[4.3.0]nonane), NCCCC1C(CCC1)N (2-(3-aminopropyl)-cyclopentylamine). As a reaction SMILES: [C:1]([CH2:3][CH2:4][CH:5]1[CH2:9][CH2:8][CH2:7][C:6]1=O)#[N:2].[NH3:11].[H][H]>>[N:2]12[CH2:1][CH2:3][CH2:4][CH:5]1[CH2:6][CH2:7][CH2:8][CH2:9]2.[NH2:2][CH2:1][CH2:3][CH2:4][CH:5]1[CH2:9][CH2:8][CH2:7][CH:6]1[NH2:11]. Procedure details: Through a tubular reactor (diameter 16 mm, packing height 50 cm, oil-heated double jacket), installed up-stream of the hydrogenation reactor and packed with 67.2 g (96 ml) of γ-aluminum oxide in the form of 1.5 mm extrudates, there were pumped upwardly, per hour, 11.0 g of 2-(2-cyanoethyl)-cyclopentanone (purity 77.0%, 0.062 mole) and 535 ml of liquid ammonia (321 g, 18.9 moles) at a pressure of 250 bar and a temperature of 70° C. Hydrogen was then added to the stream at a rate of 60 standard li...